Dataset: the Open Reaction Database (ORD), a public repository of structured organic reaction records. Task: describe an organic reaction: reactants, conditions, products, and yield Reactants: CCOC(=O)C(C#N)Cc1ccccc1, CCO, [Na+], [OH-]. The product is N#CC(Cc1ccccc1)C(=O)O. As a reaction SMILES: [CH2:1]([CH3:2])[O:3][C:4]([CH:5]([CH2:6][c:7]1[cH:8][cH:9][cH:10][cH:11][cH:12]1)[C:13]#[N:14])=[O:15].[CH3:18][CH2:19][OH:20].[Na+:17].[OH-:16]>>[O:3]=[C:4]([CH:5]([CH2:6][c:7]1[cH:8][cH:9][cH:10][cH:11][cH:12]1)[C:13]#[N:14])[OH:15]. The reactants are C(O)CN (ethanolamine), COC=1C(=C(C(=C(C1[N+](=O)[O-])OC)[N+](=O)[O-])C=1OC(=NN1)C1=C(C(=C(C(=C1[N+](=O)[O-])OC)[N+](=O)[O-])OC)[N+](=O)[O-])[N+](=O)[O-] (2,5-bis(3,5-dimethoxy-2,4,6-trinitrophenyl)-1,3,4-oxadiazole). Run in CO (methanol). Reaction conditions: temperature 0 celsius, time 1 hour. Product: OCCNC=1C(=C(C(=C(C1[N+](=O)[O-])NCCO)[N+](=O)[O-])C=1OC(=NN1)C1=C(C(=C(C(=C1[N+](=O)[O-])NCCO)[N+](=O)[O-])NCCO)[N+](=O)[O-])[N+](=O)[O-] (2,5-bis[3,5-bis(hydroxyethylamino)-2,4,6-trinitrophenyl]-1,3,4-oxadiazole). As a reaction SMILES: [CH2:1]([CH2:3][NH2:4])[OH:2].CO[C:7]1[C:8]([N+:45]([O-:47])=[O:46])=[C:9]([C:21]2[O:22][C:23]([C:26]3[C:31]([N+:32]([O-:34])=[O:33])=[C:30](OC)[C:29]([N+:37]([O-:39])=[O:38])=[C:28](OC)[C:27]=3[N+:42]([O-:44])=[O:43])=[N:24][N:25]=2)[C:10]([N+:18]([O-:20])=[O:19])=[C:11](OC)[C:12]=1[N+:13]([O-:15])=[O:14]>CO>[OH:2][CH2:1][CH2:3][NH:4][C:28]1[C:27]([N+:42]([O-:44])=[O:43])=[C:26]([C:23]2[O:22][C:21]([C:9]3[C:8]([N+:45]([O-:47])=[O:46])=[C:7]([NH:4][CH2:3][CH2:1][OH:2])[C:12]([N+:13]([O-:15])=[O:14])=[C:11]([NH:4][CH2:3][CH2:1][OH:2])[C:10]=3[N+:18]([O-:20])=[O:19])=[N:25][N:24]=2)[C:31]([N+:32]([O-:34])=[O:33])=[C:30]([NH:4][CH2:3][CH2:1][OH:2])[C:29]=1[N+:37]([O-:39])=[O:38]. Procedure: A solution of 0.65 g (0.0106 mole) of ethanolamine in 40 ml of methanol was stirred in an ice bath while 1.55 g (0.00253 mole) of 2,5-bis(3,5-dimethoxy-2,4,6-trinitrophenyl)-1,3,4-oxadiazole was added. After 1 hr. at 0° C., the mixture was stirred for 5 hr. at room temperature before the insoluble solid (1.6 g, mp 230° C. dec.) was removed. The product was dissolved in dimethyl sulfoxide and methanol was added to give 1.4 g (76%), mp 237° C., 1H NMR (DMSO-d6 +D2O): 3.12 (m, 8H), 3.63 (m, 8H). An... The reactants are CC(C)O, OC(CCl)CN1CCN(c2ccc(Cl)cc2)CC1, [K+], [OH-], O=C1CCCc2c(O)cccc21. The product is O=C1CCCc2c(OCC(O)CN3CCN(c4ccc(Cl)cc4)CC3)cccc21. As a reaction SMILES: [CH:33]([OH:34])([CH3:35])[CH3:36].[Cl:15][c:16]1[cH:17][cH:18][c:19]([N:22]2[CH2:23][CH2:24][N:25]([CH2:28][CH:29]([CH2:30][Cl:31])[OH:32])[CH2:26][CH2:27]2)[cH:20][cH:21]1.[K+:14].[OH-:13].[OH:1][c:2]1[c:3]2[c:8]([cH:9][cH:10][cH:11]1)[C:7](=[O:12])[CH2:6][CH2:5][CH2:4]2>>[O:1]([c:2]1[c:3]2[c:8]([cH:9][cH:10][cH:11]1)[C:7](=[O:12])[CH2:6][CH2:5][CH2:4]2)[CH2:30][CH:29]([CH2:28][N:25]1[CH2:24][CH2:23][N:22]([c:19]2[cH:18][cH:17][c:16]([Cl:15])[cH:21][cH:20]2)[CH2:27][CH2:26]1)[OH:32]. Reported procedure: A suspension of 1.42 g. of trans-3-(6,8-diisopropyl-4-oxo-4H-quinazolin-3-yl)-2-propenoic acid and 1.36 g. of 2-(diethylamino)ethyl chloride in 150 ml. of isopropyl alcohol was stirred and heated at reflux for 16 hours. The reaction mixture was concentrated in vacuo and then partitioned between methylene chloride and saturated sodium bicarbonate solution. The methylene chloride layer was dried (sodium sulfate) and concentrated in vacuo to yield 1.20 g. of an oil. The oil was dissolved in 5 ml. o... The solvent is C(Cl)Cl (methylene chloride), CCOCC (ether). The product is trans-3-(6,8-diisopropyl-4-oxo-4H-quinazolin)-3-yl, C(\C=C/C(=O)O)(=O)O.C(C=C)(=O)OCCN(CC)CC (2-propenoic acid, 2-(diethylamino)ethyl ester maleate). The reactants are C(\C=C/C(=O)O)(=O)O (maleic acid), C(C)(C)O (isopropyl alcohol), C(C)(C)C=1C=C2C(N(C=NC2=C(C1)C(C)C)/C=C/C(=O)O)=O (trans-3-(6,8-diisopropyl-4-oxo-4H-quinazolin-3-yl)-2-propenoic acid), C(C)N(CCCl)CC (2-(diethylamino)ethyl chloride). RXN SMILES: C(C1C=C2C(=C(C(C)C)C=1)N=CN(/[CH:17]=[CH:18]/[C:19]([OH:21])=[O:20])C2=O)(C)C.[CH2:23]([N:25]([CH2:29][CH3:30])[CH2:26][CH2:27]Cl)[CH3:24].C(O)(C)C.[C:35]([OH:42])(=[O:41])/[CH:36]=[CH:37]\[C:38]([OH:40])=[O:39]>CCOCC.C(Cl)Cl>[C:35]([OH:42])(=[O:41])/[CH:36]=[CH:37]\[C:38]([OH:40])=[O:39].[C:19]([O:21][CH2:27][CH2:26][N:25]([CH2:23][CH3:24])[CH2:29][CH3:30])(=[O:20])[CH:18]=[CH2:17] |f:6.7|. The reactants are COC(=O)CC1=CC=C(OC[C@@H](C)NC[C@H](C2=CC=CC=C2)O[Si](C)(C)C(C)(C)C)C=C1 (N-[2-(4-methoxycarbonylmethylphenoxy)-1(R)-methylethyl]-2(S)-t-butyldimethylsilyloxy-2-phenylethanamine), [F-].C(CCC)[N+](CCCC)(CCCC)CCCC (tetrabutylammonium fluoride). Solvent: O1CCCC1 (tetrahydrofuran). Yields the product COC(=O)CC1=CC=C(OC[C@@H](C)NC[C@@H](O)C2=CC=CC=C2)C=C1 (2-[2-(4-Methoxycarbonylmethylphenoxy)-1(R)-methylethyl]amino-1(S)-phenylethanol). Isolated yield 75.7%. RXN SMILES: [CH3:1][O:2][C:3]([CH2:5][C:6]1[CH:32]=[CH:31][C:9]([O:10][CH2:11][C@H:12]([NH:14][CH2:15][C@@H:16]([O:23][Si](C(C)(C)C)(C)C)[C:17]2[CH:22]=[CH:21][CH:20]=[CH:19][CH:18]=2)[CH3:13])=[CH:8][CH:7]=1)=[O:4].[F-].C([N+](CCCC)(CCCC)CCCC)CCC>O1CCCC1>[CH3:1][O:2][C:3]([CH2:5][C:6]1[CH:32]=[CH:31][C:9]([O:10][CH2:11][C@H:12]([NH:14][CH2:15][C@H:16]([C:17]2[CH:22]=[CH:21][CH:20]=[CH:19][CH:18]=2)[OH:23])[CH3:13])=[CH:8][CH:7]=1)=[O:4] |f:1.2|. Procedure details: Following a procedure similar to that described in Example 27, but using 880 mg of N-[2-(4-methoxycarbonylmethylphenoxy)-1(R)-methylethyl]-2(S)-t-butyldimethylsilyloxy-2-phenylethanamine (prepared as described in Preparation 32), 20 ml of tetrahydrofuran and 1.5 g of tetrabutylammonium fluoride, 0.5 g of the title compound was obtained as crystals, melting at 90°-91° C.